This data is from the Open Reaction Database (ORD), a public repository of structured organic reaction records. The task is: describe an organic reaction: reactants, conditions, products, and yield Starting materials: O1C(COCC1)CN1CCC2=C(CC1)C=CC(=C2)N (3-1,4-Dioxinan-2-ylmethyl-2,3,4,5-tetrahydro-1H-3-benzazepin-7-ylamine), O1C(COCC1)CN1CCC2=C(CC1)C=C(C(=C2)N)OC (3-1,4-Dioxinan-2-ylmethyl-8-methoxy-2,3,4,5-tetrahydro-1H-3-benzazepin-7-ylamine), ClC1=NC=C(C(=N1)NC1=C(C=CC=C1)S(=O)(=O)N(C)C)Cl (2-(2,5-Dichloro-pyrimidin-4-ylamino)-N,N-dimethyl-benzenesulfonamide). The product is ClC=1C(=NC(=NC1)NC1=CC2=C(CCN(CC2)CC2OCCOC2)C=C1)NC1=C(C=CC=C1)S(=O)(=O)N(C)C (2-[5-Chloro-2-(3-[1,4]dioxan-2-ylmethyl-2,3,4,5-tetrahydro-1H-benzo[d]azepin-7-ylamino)-pyrimidin-4-ylamino]-N,N-dimethyl-benzenesulfonamide). Reaction SMILES: [O:1]1[CH2:6][CH2:5][O:4][CH2:3][CH:2]1[CH2:7][N:8]1[CH2:14][CH2:13][C:12]2[CH:15]=[CH:16][C:17]([NH2:19])=[CH:18][C:11]=2[CH2:10][CH2:9]1.O1CCOCC1CN1CCC2C=C(OC)C(N)=CC=2CC1.Cl[C:42]1[N:47]=[C:46]([NH:48][C:49]2[CH:54]=[CH:53][CH:52]=[CH:51][C:50]=2[S:55]([N:58]([CH3:60])[CH3:59])(=[O:57])=[O:56])[C:45]([Cl:61])=[CH:44][N:43]=1>>[Cl:61][C:45]1[C:46]([NH:48][C:49]2[CH:54]=[CH:53][CH:52]=[CH:51][C:50]=2[S:55]([N:58]([CH3:60])[CH3:59])(=[O:57])=[O:56])=[N:47][C:42]([NH:19][C:17]2[CH:16]=[CH:15][C:12]3[CH2:13][CH2:14][N:8]([CH2:7][CH:2]4[CH2:3][O:4][CH2:5][CH2:6][O:1]4)[CH2:9][CH2:10][C:11]=3[CH:18]=2)=[N:43][CH:44]=1. Procedure details: 3-1,4-Dioxinan-2-ylmethyl-2,3,4,5-tetrahydro-1H-3-benzazepin-7-ylamine, prepared in a similar manner as 3-1,4-Dioxinan-2-ylmethyl-8-methoxy-2,3,4,5-tetrahydro-1H-3-benzazepin-7-ylamine of Example 636b, was reacted with 2-(2,5-Dichloro-pyrimidin-4-ylamino)-N,N-dimethyl-benzenesulfonamide, in a similar manner as Example 601b, to yield desired product 2-[5-Chloro-2-(3-[1,4]dioxan-2-ylmethyl-2,3,4,5-tetrahydro-1H-benzo[d]azepin-7-ylamino)-pyrimidin-4-ylamino]-N,N-dimethyl-benzenesulfonamide as a lyo... The reactants are solution, C1(=CC=C(C=C1)S(=O)(=O)O)C (p-toluenesulfonic acid), C(C)OC=1O[C@@H]2[C@H](N1)CC1=CC=CC=C12 ((±) cis-2-ethoxy-3a,8b-dihydro-4H-indeno[2,1-d]oxazole), NC1=CC=C(C(=O)C2=CC=CC=C2)C=C1 (4-aminobenzophenone), C1(=CC=C(C=C1)S(=O)(=O)O)C (p-toluenesulfonic acid). The solvent is C1=CC=CC=C1 (benzene), C1(=CC=CC=C1)C (toluene). Conditions: temperature 80 celsius. The product is C(C1=CC=CC=C1)(=O)C1=CC=C(N[C@H]2[C@@H](CC3=CC=CC=C23)NC(=O)OCC)C=C1 ((±) trans 1-(4-Benzoylanilino)-2-ethoxycarbonylaminoindane). Yield: 76.0%. As a reaction SMILES: [CH2:1]([O:3][C:4]1[O:5][C@H:6]2[C:15]3[C:10](=[CH:11][CH:12]=[CH:13][CH:14]=3)[CH2:9][C@H:7]2[N:8]=1)[CH3:2].[NH2:16][C:17]1[CH:30]=[CH:29][C:20]([C:21]([C:23]2[CH:28]=[CH:27][CH:26]=[CH:25][CH:24]=2)=[O:22])=[CH:19][CH:18]=1.C1(C)C=CC(S(O)(=O)=O)=CC=1>C1(C)C=CC=CC=1.C1C=CC=CC=1>[C:21]([C:20]1[CH:19]=[CH:18][C:17]([NH:16][C@@H:6]2[C:15]3[C:10](=[CH:11][CH:12]=[CH:13][CH:14]=3)[CH2:9][C@H:7]2[NH:8][C:4]([O:3][CH2:1][CH3:2])=[O:5])=[CH:30][CH:29]=1)(=[O:22])[C:23]1[CH:24]=[CH:25][CH:26]=[CH:27][CH:28]=1. Reported procedure: A solution of (±) cis-2-ethoxy-3a,8b-dihydro-4H-indeno[2,1-d]oxazole (2.50 g, 0.012 mol) in dry toluene (40 ml) was treated with 4-aminobenzophenone (2.43 g, 0.012 mol) and a catalytic amount of p-toluenesulfonic acid (0.25 ml of an anhydrous 0.1M solution of p-toluenesulfonic acid in benzene). The mixture was heated under nitrogen at 80° C. overnight. The reaction was worked up as described in Preparation 5. Purification on a silica gel column using a graded eluant of 5-40% ethyl acetate in pet... Reactants: ClC1=NC=C(C(=N1)N[C@@H](CO)C)C=1SC=CC1 ((R)-2-(2-chloro-5-(2-thienyl)pyrimidine-4-ylamino)propan-1-ol), NC1=CC=C(C=C1)S(=O)(=NC(NC1=CC(=CC=C1)Cl)=O)C ((RS)—S-(4-aminophenyl)-N-(3-chloro-phenylcarbamoyl)-S-methylsulphoximide). Yields the product ClC=1C=C(C=CC1)NC(=O)N=S(=O)(C)C1=CC=C(C=C1)NC1=NC=C(C(=N1)N[C@@H](CO)C)C=1SC=CC1 ((RS)—N-(3-chloro-phenylcarbamoyl)-S-(4-{[4-{[(R)-2-hydroxy-1-methylethyl]amino}-5-(2-thienyl)pyrimidine-2-yl]amino}phenyl)-S-methylsulfoximide). The yield is 26.0%. As a reaction SMILES: Cl[C:2]1[N:7]=[C:6]([NH:8][C@H:9]([CH3:12])[CH2:10][OH:11])[C:5]([C:13]2[S:14][CH:15]=[CH:16][CH:17]=2)=[CH:4][N:3]=1.[NH2:18][C:19]1[CH:24]=[CH:23][C:22]([S:25]([CH3:38])(=[N:27][C:28](=[O:37])[NH:29][C:30]2[CH:35]=[CH:34][CH:33]=[C:32]([Cl:36])[CH:31]=2)=[O:26])=[CH:21][CH:20]=1>>[Cl:36][C:32]1[CH:31]=[C:30]([NH:29][C:28]([N:27]=[S:25]([C:22]2[CH:21]=[CH:20][C:19]([NH:18][C:2]3[N:7]=[C:6]([NH:8][C@H:9]([CH3:12])[CH2:10][OH:11])[C:5]([C:13]4[S:14][CH:15]=[CH:16][CH:17]=4)=[CH:4][N:3]=3)=[CH:24][CH:23]=2)([CH3:38])=[O:26])=[O:37])[CH:35]=[CH:34][CH:33]=1. Reported procedure: In the reaction of (R)-2-(2-chloro-5-(2-thienyl)pyrimidine-4-ylamino)propan-1-ol (115.5 mg, 0.43 mmol) with (RS)—S-(4-aminophenyl)-N-(3-chloro-phenylcarbamoyl)-S-methylsulphoximide (126 mg, 0.39 mmol) according to procedure 5c, the desired product is obtained in 26% yield (56 mg) after chromatographic purification (silica gel, dichloromethane/ethanol (0%-20% ethanol)). The reactants are C(C)NCC (diethylamine), P(OC)(OC)(Cl)=S (O,O-dimethyl phosphorochloridothioate). The solvent is ClCCl (dichloromethane), ClCCl (dichloromethane). Reaction conditions: time 1 hour. Yields the product C(C)N(P(OC)(OC)=S)CC (O,O-Dimethyl N,N-Diethylphosphoramidothioate). Reaction SMILES: [CH2:1]([NH:3][CH2:4][CH3:5])[CH3:2].[P:6](=[S:12])(Cl)([O:9][CH3:10])[O:7][CH3:8]>ClCCl>[CH2:1]([N:3]([CH2:4][CH3:5])[P:6](=[S:12])([O:9][CH3:10])[O:7][CH3:8])[CH3:2]. Procedure: A solution of diethylamine (7.31 g, 100 mmol) in dichloromethane (250 ml) at 5° C. was treated with O,O-dimethyl phosphorochloridothioate (8.03 g, 50 mmol) in dichloromethane (50 ml) in a dropwise fashion. The resulting mixture was stirred 1 h and then washed with 1N HCl (2X 100 ml) and water (100 ml). The dichloromethane solution was dried over magnesium sulfate and filtered, and the filtrate was concentrated under reduced pressure to give an oil. Distillation employing a Kugelrohr apparatus at... The reactants are O=O (oxygen), C(=O)(O)C12CC3(CC(CC(C1)C3)(C2)C(=O)O)C(=O)O (1,3,5-tricarboxyadamantane), Co(AA)2. Run in C(C)(=O)O (acetic acid). Reaction conditions: temperature 75 celsius, time 6 hour. Yields the product C(=O)(O)C12CC3(CC(CC(C1)(C3)O)(C2)C(=O)O)C(=O)O (1,3,5-tricarboxy-7-adamantanol). Yield: 70.0%. As a reaction SMILES: [O:1]=O.[C:3]([C:6]12[CH2:15][C:10]3([C:16]([OH:18])=[O:17])[CH2:11][CH:12]([CH2:14][C:8]([C:19]([OH:21])=[O:20])([CH2:9]3)[CH2:7]1)[CH2:13]2)([OH:5])=[O:4]>C(O)(=O)C>[C:16]([C:10]12[CH2:15][C:6]3([C:3]([OH:5])=[O:4])[CH2:13][C:12]([OH:1])([CH2:14][C:8]([C:19]([OH:21])=[O:20])([CH2:7]3)[CH2:9]1)[CH2:11]2)([OH:18])=[O:17]. Procedure: In an atmosphere of oxygen, to 25 mL of acetic acid was added 10 mmole of the 1,3,5-tricarboxyadamantane, 1 mmole of NHPI and 0.005 mmole of Co(AA)2 and the mixture was stirred for 6 hours at 75° C. As a result, the conversion was 76% and 1,3,5-tricarboxy-7-adamantanol was obtained in a 70% yield. Reactants: C1(=CC=CC=C1)C1=NC=C(C(=S)N)C=C1 (6-phenyl-thionicotinamide), COC(CC(C(C)Br)=O)=O (4-bromo-3-oxo-pentanoic acid methyl ester), C(=O)(O)[O-].[Na+] (NaHCO3). The solvent is O1CCOCC1 (1,4-dioxane). Product: COC(CC=1N=C(SC1C)C=1C=NC(=CC1)C1=CC=CC=C1)=O ([5-Methyl-2-(6-phenyl-pyridin-3-yl)-thiazol-4-yl]-acetic acid methyl ester). Yield: 56.6%. Reaction SMILES: [C:1]1([C:7]2[CH:15]=[CH:14][C:10]([C:11]([NH2:13])=[S:12])=[CH:9][N:8]=2)[CH:6]=[CH:5][CH:4]=[CH:3][CH:2]=1.[CH3:16][O:17][C:18](=[O:25])[CH2:19][C:20](=O)[CH:21](Br)[CH3:22].C([O-])(O)=O.[Na+]>O1CCOCC1>[CH3:16][O:17][C:18](=[O:25])[CH2:19][C:20]1[N:13]=[C:11]([C:10]2[CH:9]=[N:8][C:7]([C:1]3[CH:2]=[CH:3][CH:4]=[CH:5][CH:6]=3)=[CH:15][CH:14]=2)[S:12][C:21]=1[CH3:22] |f:2.3|. Procedure details: A mixture of 6-phenyl-thionicotinamide (7.0 g) and 4-bromo-3-oxo-pentanoic acid methyl ester (9.15 g, 35 mmol) in 1,4-dioxane (30 mL) was heated at reflux for 4 h. The reaction mixture was cooled, poured into aqueous saturated NaHCO3, and extracted with CH2Cl2. The organic layer was dried (MgSO4), filtered, and concentrated. The residue was purified by silica gel chromatography (hexanes/EtOAc, 2/1) to afford the title compound (6.0 g, 56%). MS (ESI) m/z 325 (M+H)+. Starting materials: ClC=1C=C2C(C(=O)NC2=O)=CC1Cl (4,5-dichlorophthalimide), C(C)(C)(C)[Si](O[C@@H]1C[C@H](CC1)O)(C)C (trans 3-(tert-butyl-dimethyl-silanyloxy)-cyclopentanol), C1(=CC=CC=C1)P(C1=CC=CC=C1)C1=CC=CC=C1 (triphenylphosphine), N(=NC(=O)OC(C)C)C(=O)OC(C)C (Diisopropyl azodicarboxylate). Solvent: CC1OCCC1 (2-methyltetrahydrofuran). Conditions: time 8 hour. The product is C(C)(C)(C)[Si](O[C@H]1C[C@H](CC1)N1C(C2=CC(=C(C=C2C1=O)Cl)Cl)=O)(C)C (cis 2-[3-(tert-butyl-dimethyl-silanyloxy)-cyclopentyl]-5,6-dichloro-isoindole-1,3-dione). RXN SMILES: [C:1]([Si:5]([CH3:14])([CH3:13])[O:6][C@H:7]1[CH2:11][CH2:10][C@H:9](O)[CH2:8]1)([CH3:4])([CH3:3])[CH3:2].C1(P(C2C=CC=CC=2)C2C=CC=CC=2)C=CC=CC=1.N(C(OC(C)C)=O)=NC(OC(C)C)=O.[Cl:48][C:49]1[CH:50]=[C:51]2[C:56](=[O:57])[NH:55][C:53](=[O:54])[C:52]2=[CH:58][C:59]=1[Cl:60]>CC1CCCO1>[C:1]([Si:5]([CH3:14])([CH3:13])[O:6][C@@H:7]1[CH2:11][CH2:10][C@H:9]([N:55]2[C:56](=[O:57])[C:51]3[C:52](=[CH:58][C:59]([Cl:60])=[C:49]([Cl:48])[CH:50]=3)[C:53]2=[O:54])[CH2:8]1)([CH3:4])([CH3:3])[CH3:2]. Procedure: To a round bottomed flask was added trans 3-(tert-butyl-dimethyl-silanyloxy)-cyclopentanol (1.0 g, 4.62 mmol, prepared from WO2008065021), triphenylphosphine (1.52 g, 5.76 mmol) and 2-methyltetrahydrofuran (120 mL). Diisopropyl azodicarboxylate (1.23 mL, 6.25 mmol) was added over two minutes via syringe followed by 4,5-dichlorophthalimide (1.35 g, 6.25 mmol). The reaction was stirred overnight and evaporated. The reaction was repeated and the combined material was purified by column chromatograp...